This data is from the Open Reaction Database (ORD), a public repository of structured organic reaction records. The task is: describe an organic reaction: reactants, conditions, products, and yield Reactants: CC(C)(C)OC(=O)N1CCN(c2cccc(N)c2O)CC1, C1CCOC1, CCOCC, O=S(=O)(Cl)CCl, c1ccncc1. Product: CC(C)(C)OC(=O)N1CCN(c2cccc(NS(=O)(=O)CCl)c2O)CC1. As a reaction SMILES: [C:1]([CH3:2])([CH3:3])([CH3:4])[O:5][C:6](=[O:7])[N:8]1[CH2:9][CH2:10][N:11]([c:14]2[c:15]([OH:21])[c:16]([NH2:20])[cH:17][cH:18][cH:19]2)[CH2:12][CH2:13]1.[CH2:34]1[O:35][CH2:36][CH2:37][CH2:38]1.[CH3:39][CH2:40][O:41][CH2:42][CH3:43].[Cl:22][CH2:23][S:24](=[O:25])(=[O:26])[Cl:27].[cH:28]1[cH:29][cH:30][n:31][cH:32][cH:33]1>>[C:1]([CH3:2])([CH3:3])([CH3:4])[O:5][C:6](=[O:7])[N:8]1[CH2:9][CH2:10][N:11]([c:14]2[c:15]([OH:21])[c:16]([NH:20][S:24]([CH2:23][Cl:22])(=[O:25])=[O:26])[cH:17][cH:18][cH:19]2)[CH2:12][CH2:13]1. Reactants: [Na].OC1=CC=C(C=C1)C(C(=O)OCC)(C1=NC=CC=C1)C1=CC=C(C=C1)OS(=O)(=O)O (ethyl α-(4-hydroxyphenyl)-α-(4-sulphoxyphenyl)-2-pyridine-acetate monosodium salt), 4-hydroxyphenyl-4-sulphoxyphenyl, [Na].N1=C(C=CC=C1)C (2-pyridyl-methane monosodium salt), [OH-].[Na+] (sodium hydroxide), S(O)(O)(=O)=O (sulphuric acid). Product: OC1=CC=C(C=C1)C(C1=NC=CC=C1)C1=CC=C(C=C1)OS(=O)(=O)O (4-hydroxyphenyl-4-sulphoxyphenyl-(2-pyridyl)-methane). As a reaction SMILES: [Na].[OH:2][C:3]1[CH:8]=[CH:7][C:6]([C:9]([C:21]2[CH:26]=[CH:25][C:24]([O:27][S:28]([OH:31])(=[O:30])=[O:29])=[CH:23][CH:22]=2)([C:15]2[CH:20]=[CH:19][CH:18]=[CH:17][N:16]=2)C(OCC)=O)=[CH:5][CH:4]=1.[OH-].[Na+].S(=O)(=O)(O)O.[Na].N1C=CC=CC=1C>>[OH:2][C:3]1[CH:4]=[CH:5][C:6]([CH:9]([C:21]2[CH:26]=[CH:25][C:24]([O:27][S:28]([OH:31])(=[O:30])=[O:29])=[CH:23][CH:22]=2)[C:15]2[CH:20]=[CH:19][CH:18]=[CH:17][N:16]=2)=[CH:7][CH:8]=1 |f:0.1,2.3,5.6,^1:0,38|. Reported procedure: 20 g. ethyl α-(4-hydroxyphenyl)-α-(4-sulphoxyphenyl)-2-pyridine-acetate monosodium salt were dissolved in 200 ml. 3% aqueous sodium hydroxide solution and the solution then boiled for 1 hour. After cooling, the pH was adjusted to 7.5 by adding diluted sulphuric acid and then distilled to dryness. The residue was treated with boiling ethanol and insoluble material was filtered off. The ethanol extract was concentrated to a small volume to give, by crystallisation, a high yield of the desired 4-hy... The product is Cc1ncc2n1-c1ccc([N+](=O)[O-])cc1C(c1ccccc1)=NC2. As a reaction SMILES: [CH3:1][c:2]1[n:3][c:4]([C:25]([OH:26])=[O:27])[c:5]2[n:6]1-[c:7]1[c:8]([cH:18][c:19]([N+:22](=[O:23])[O-:24])[cH:20][cH:21]1)[C:9]([c:12]1[cH:13][cH:14][cH:15][cH:16][cH:17]1)=[N:10][CH2:11]2.[CH3:28][N:29]([CH3:30])[P:31](=[O:32])([N:33]([CH3:34])[CH3:35])[N:36]([CH3:37])[CH3:38]>>[CH3:1][c:2]1[n:3][cH:4][c:5]2[n:6]1-[c:7]1[c:8]([cH:18][c:19]([N+:22](=[O:23])[O-:24])[cH:20][cH:21]1)[C:9]([c:12]1[cH:13][cH:14][cH:15][cH:16][cH:17]1)=[N:10][CH2:11]2. The reactants are Cc1nc(C(=O)O)c2n1-c1ccc([N+](=O)[O-])cc1C(c1ccccc1)=NC2, CN(C)P(=O)(N(C)C)N(C)C. Starting materials: CCN=C=NCCCN(C)C, CCOC(C)=O, Nc1ccc(C2CC2)cc1, CCN(C(C)C)C(C)C, Cl, O=C(O)C1=CC=CN2CCS(=O)(=O)N=C12, CN(C)C=O, On1nnc2ccccc21. Product: O=C(Nc1ccc(C2CC2)cc1)C1=CC=CN2CCS(=O)(=O)N=C12. RXN SMILES: [CH3:36][CH2:37][N:38]=[C:39]=[N:40][CH2:41][CH2:42][CH2:43][N:44]([CH3:45])[CH3:46].[CH3:62][CH2:63][O:64][C:65](=[O:66])[CH3:67].[CH:16]1([c:19]2[cH:20][cH:21][c:22]([NH2:23])[cH:24][cH:25]2)[CH2:17][CH2:18]1.[CH:48]([N:49]([CH2:50][CH3:51])[CH:52]([CH3:53])[CH3:54])([CH3:55])[CH3:56].[ClH:47].[N:1]1=[C:6]2[N:5]([CH2:4][CH2:3][S:2]1(=[O:14])=[O:15])[CH:10]=[CH:9][CH:8]=[C:7]2[C:11](=[O:12])[OH:13].[O:57]=[CH:58][N:59]([CH3:60])[CH3:61].[OH:26][n:27]1[c:28]2[c:29]([cH:30][cH:31][cH:32][cH:33]2)[n:34][n:35]1>>[N:1]1=[C:6]2[N:5]([CH2:4][CH2:3][S:2]1(=[O:14])=[O:15])[CH:10]=[CH:9][CH:8]=[C:7]2[C:11](=[O:13])[NH:23][c:22]1[cH:21][cH:20][c:19]([CH:16]2[CH2:17][CH2:18]2)[cH:25][cH:24]1. Reactants: CCC(=O)OCC(COC(=O)CC)OC(=O)CC (tripropionin), CC(OCC(OC(C)=O)COC(C)=O)=O (triacetin), C[O-].[Na+] (sodium methoxide). Reaction conditions: time 17.5 minute. The product is CC(=O)OCC(CO)O (Acetoglyceride). As a reaction SMILES: C[CH2:2][C:3]([O:5][CH2:6][CH:7]([O:14]C(CC)=O)[CH2:8][O:9]C(CC)=O)=[O:4].CC(=O)OCC(COC(=O)C)OC(=O)C.C[O-].[Na+]>>[CH3:2][C:3]([O:5][CH2:6][CH:7]([OH:14])[CH2:8][OH:9])=[O:4] |f:2.3|. Reported procedure: Acetoglyceride fat mixtures are prepared using the interesterification procedure of Example 1, except that the interesterification mixture contains hydrogenated canola with both tripropionin (1.25 moles, 2.25 moles and 6 moles per mole hydrogenated canola) and triacetin (in the same proportions), the reaction temperature is 120° to 125° C., and 0.2 to 0.5% sodium methoxide is employed. Though reactions are run for about 5 to 30 minutes, most are complete in less than 10 minutes. The samples are ...